describe an organic reaction: reactants, conditions, products, and yield From a dataset of the Open Reaction Database (ORD), a public repository of structured organic reaction records. Reactants: C1(CCCCC1)C(O)(C1=CC=NC=C1)C1=CC=C(C=C1)F (α-cyclohexyl-α-(4-fluorophenyl)-4-pyridinemethanol), I (hydrogen iodide), [P] (phosphorus). The solvent is C(C)(=O)O (acetic acid). Product: C1(CCCCC1)C(C1=CC=NC=C1)C1=CC=C(C=C1)F (4-[(Cyclohexyl)(4-fluorophenyl)methyl]pyridine). Isolated yield 19.0%. RXN SMILES: [CH:1]1([C:7]([C:15]2[CH:20]=[CH:19][C:18]([F:21])=[CH:17][CH:16]=2)([C:9]2[CH:14]=[CH:13][N:12]=[CH:11][CH:10]=2)O)[CH2:6][CH2:5][CH2:4][CH2:3][CH2:2]1.I.[P]>C(O)(=O)C>[CH:1]1([CH:7]([C:15]2[CH:20]=[CH:19][C:18]([F:21])=[CH:17][CH:16]=2)[C:9]2[CH:10]=[CH:11][N:12]=[CH:13][CH:14]=2)[CH2:2][CH2:3][CH2:4][CH2:5][CH2:6]1. Procedure: A mixture of α-cyclohexyl-α-(4-fluorophenyl)-4-pyridinemethanol (16.54 g, 0.058 mole), 57% hydrogen iodide (250 ml), glacial acetic acid (250 ml), and phosphorus (50.0 g) was heated overnight at reflux. The reaction mixture was cooled and filtered through Celite®. The volume of the filtrate was concentrated to 100 ml. Ice/50% sodium hydroxide was added, and the aqueous phase was extracted with chloroform. The chloroform layer was back extracted with 5% sodium hydroxide and water. The organic lay...